Dataset: the Open Reaction Database (ORD), a public repository of structured organic reaction records. Task: describe an organic reaction: reactants, conditions, products, and yield Starting materials: C(CCC)[Li] (n-butyl lithium), CC=1C=NC=2CCCCC2C1 (3-methyl-5,6,7,8-tetrahydroquinoline). The solvent is CCCCCC (hexane), CCOCC (ether). Reaction conditions: time 1 hour. The product is [Li]C1CCCC=2C=C(C=NC12)C (8-lithio-3-methyl-5,6,7,8-tetrahydroquinoline). RXN SMILES: [CH2:1]([Li:5])[CH2:2][CH2:3][CH3:4].[CH3:6][C:7]1[CH:8]=[N:9][C:10]2CCCC[C:15]=2[CH:16]=1>CCCCCC.CCOCC>[Li:5][CH:1]1[C:10]2[N:9]=[CH:8][C:7]([CH3:6])=[CH:16][C:15]=2[CH2:4][CH2:3][CH2:2]1. Reported procedure: A solution of 15% w/w n-butyl lithium in hexane (51 ml.) ca. 0.12 m) was added portionwise to a solution of 3-methyl-5,6,7,8-tetrahydroquinoline (14.7 g., 0.1 m) in ether (100 ml.) and the mixture allowed to stand at room temperature for 1 hour to form 8-lithio-3-methyl-5,6,7,8-tetrahydroquinoline. The solution was then added dropwise to a cooled, stirred solution of methylchloroformate (9.45 g., 0.1 m) in ether (100 ml.). The mixture was further treated as described in Example 25 of copending U... Starting materials: C(C)(C)C=1C=C(C=CC1)O (3-isopropylphenol), C(C)(C)C1=CC=C(C=C1)O (4-isopropylphenol). Yields the product C(C)(C)C1=C(C=CC=C1)O (2-isopropylphenol). RXN SMILES: [CH:1]([C:4]1[CH:5]=[C:6](O)[CH:7]=[CH:8][CH:9]=1)([CH3:3])[CH3:2].C(C1C=CC([OH:20])=CC=1)(C)C>>[CH:1]([C:4]1[CH:5]=[CH:6][CH:7]=[CH:8][C:9]=1[OH:20])([CH3:3])[CH3:2]. Reported procedure: 3-isopropylphenol; 4-isopropylphenol; Reactants: CC(C)(C)OC(=O)N1CC2CC2C1CN, O=C(O)c1cccc2c1CCO2. Yields the product CC(C)(C)OC(=O)N1CC2CC2C1CNC(=O)c1cccc2c1CCO2. As a reaction SMILES: [C:1]([CH3:2])([CH3:3])([CH3:4])[O:5][C:6](=[O:7])[N:8]1[CH:9]([CH2:14][NH2:15])[CH:10]2[CH2:11][CH:12]2[CH2:13]1.[O:16]1[CH2:17][CH2:18][c:19]2[c:20]1[cH:21][cH:22][cH:23][c:24]2[C:25](=[O:26])[OH:27]>>[C:1]([CH3:2])([CH3:3])([CH3:4])[O:5][C:6](=[O:7])[N:8]1[CH:9]([CH2:14][NH:15][C:25]([c:24]2[c:19]3[c:20]([cH:21][cH:22][cH:23]2)[O:16][CH2:17][CH2:18]3)=[O:26])[CH:10]2[CH2:11][CH:12]2[CH2:13]1. The reactants are [OH-].[K+] (potassium hydroxide), OC=1C(=NC=CC1)C=1SC=C(N1)C(=O)OCC (ethyl 2-(3-hydroxy-2-pyridyl)-4-thiazolecarboxylate), Cl (HCl). Run in O (water), C(C)O (ethanol). Product: OC=1C(=NC=CC1)C=1SC=C(N1)C(=O)O (2-(3-hydroxy-2-pyridyl)-4-thiazolecarboxylic acid). Isolated yield 92.4%. Reaction SMILES: [OH:1][C:2]1[C:3]([C:8]2[S:9][CH:10]=[C:11]([C:13]([O:15]CC)=[O:14])[N:12]=2)=[N:4][CH:5]=[CH:6][CH:7]=1.[OH-].[K+].Cl>C(O)C.O>[OH:1][C:2]1[C:3]([C:8]2[S:9][CH:10]=[C:11]([C:13]([OH:15])=[O:14])[N:12]=2)=[N:4][CH:5]=[CH:6][CH:7]=1 |f:1.2|. Reported procedure: To a solution of ethyl 2-(3-hydroxy-2-pyridyl)-4-thiazolecarboxylate (350 mg) dissolved in ethanol (7 ml) at 80° C. was added a solution of potassium hydroxide (436 mg) in water (5.5 ml) and the mixture was allowed to react at the same condition for 30 minutes. Then the reaction mixture was nuetralized with 1N--HCl under ice-cooling. The resulting solids were sucked off and dried to give yellowish crystals of 2-(3-hydroxy-2-pyridyl)-4-thiazolecarboxylic acid (287 mg, 92%), m.p. above 300° C. Yields the product FC=1C=C(C=CC1)C1=CC=C2CCCC(C2=C1)NC=1C=C(OCC(=O)OC(C)C)C=CC1 (isopropyl 2-(3-((7-(3-fluorophenyl)-1,2,3,4-tetrahydronaphthalen-1-yl)amino)phenoxy)acetate). As a reaction SMILES: [F:1][C:2]1[CH:3]=[C:4]([C:8]2[CH:17]=[C:16]3[C:11]([CH2:12][CH2:13][CH2:14][C:15]3=[N:18][C:19]3[CH:20]=[C:21]([CH:30]=[CH:31][CH:32]=3)[O:22][CH2:23][C:24]([O:26][CH:27]([CH3:29])[CH3:28])=[O:25])=[CH:10][CH:9]=2)[CH:5]=[CH:6][CH:7]=1.[B-](OC(C)=O)(OC(C)=O)OC(C)=O.[Na+]>CO>[F:1][C:2]1[CH:3]=[C:4]([C:8]2[CH:17]=[C:16]3[C:11]([CH2:12][CH2:13][CH2:14][CH:15]3[NH:18][C:19]3[CH:20]=[C:21]([CH:30]=[CH:31][CH:32]=3)[O:22][CH2:23][C:24]([O:26][CH:27]([CH3:28])[CH3:29])=[O:25])=[CH:10][CH:9]=2)[CH:5]=[CH:6][CH:7]=1 |f:1.2,^1:32|. Reactants: FC=1C=C(C=CC1)C1=CC=C2CCCC(C2=C1)=NC=1C=C(OCC(=O)OC(C)C)C=CC1 (isopropyl 2-(3-((7-(3-fluorophenyl)-3,4-dihydronaphthalen-1(2H)-ylidene)amino)phenoxy)acetate), [B-](OC(=O)C)(OC(=O)C)OC(=O)C.[Na+] (sodium triacetoxyborohyride). The solvent is CO (methanol). Conditions: time 4 hour. Isolated yield 36.4%. Procedure: To a solution of isopropyl 2-(3-((7-(3-fluorophenyl)-3,4-dihydronaphthalen-1(2H)-ylidene)amino)phenoxy)acetate (25 mg, 0.057 mmol) and methanol (2 mL) was added sodium triacetoxyborohyride (12 mg, 0.057 mmol) at 0° C. The solution was stirred for 4 hours at room temperature. The reaction was quenched with saturated aqueous NaHCO3 (50 mL) and extracted with ethyl acetate (3×50 mL). The combined organic extracts were dried (Na2SO4), filtered and concentrated. The resulting crude residue was purifi... Starting materials: ClC1=CC=C(C=C1)S(=O)(=O)NC(C(=O)NC1=CC=C(C=C1)CC(=O)OCC)COS(=O)(=O)C ((RS)-2-(4-chlorobenzenesulfonylamino)-N-(4-(ethoxycarbonylmethyl)phenyl)-3-methanesulfonyloxypropanamide), ClC1=C(C=CC=C1)O (2-chlorophenol). The product is ClC1=CC=C(C=C1)S(=O)(=O)NC(C(=O)NC1=CC=C(C=C1)CC(=O)OCC)COC1=C(C=CC=C1)Cl ((RS)-2-(4-chlorobenzenesulfonylamino)-3-(2-chlorophenoxy)-N-(4-(ethoxycarbonylmethyl)phenyl) propanamide). Isolated yield 91.1%. As a reaction SMILES: [Cl:1][C:2]1[CH:7]=[CH:6][C:5]([S:8]([NH:11][CH:12]([CH2:28][O:29]S(C)(=O)=O)[C:13]([NH:15][C:16]2[CH:21]=[CH:20][C:19]([CH2:22][C:23]([O:25][CH2:26][CH3:27])=[O:24])=[CH:18][CH:17]=2)=[O:14])(=[O:10])=[O:9])=[CH:4][CH:3]=1.[Cl:34][C:35]1[CH:40]=[CH:39][CH:38]=[CH:37][C:36]=1O>>[Cl:1][C:2]1[CH:7]=[CH:6][C:5]([S:8]([NH:11][CH:12]([CH2:28][O:29][C:36]2[CH:37]=[CH:38][CH:39]=[CH:40][C:35]=2[Cl:34])[C:13]([NH:15][C:16]2[CH:21]=[CH:20][C:19]([CH2:22][C:23]([O:25][CH2:26][CH3:27])=[O:24])=[CH:18][CH:17]=2)=[O:14])(=[O:10])=[O:9])=[CH:4][CH:3]=1. Reported procedure: The procedure described in Example 125 was repeated, except that (RS)-2-(4-chlorobenzenesulfonylamino)-N-(4-(ethoxycarbonylmethyl)phenyl)-3-methanesulfonyloxypropanamide (403 mg) was reacted with 2-chlorophenol (390.2 mg) to obtain (RS)-2-(4-chlorobenzenesulfonylamino)-3-(2-chlorophenoxy)-N-(4-(ethoxycarbonylmethyl)phenyl) propanamide (390.2 mg). The reactants are COC(=O)C1=NC=C(N=C1)Cl (methyl-5-chloropyrazine-2-carboxylate), C(=O)(OC(C)(C)C)N1CCNCC1 (N-BOC-piperazine), C(=O)([O-])[O-].[K+].[K+] (K2CO3). Solvent: C(C)#N (acetonitrile). Product: COC(=O)C=1N=CC(=NC1)N1CCN(CC1)C(=O)OC(C)(C)C (2,3,5,6-Tetrahydro-[1,2′]bipyrazinyl-4,5′-dicarboxylic acid 4-tert-butyl ester 5′-methyl ester). RXN SMILES: [CH3:1][O:2][C:3]([C:5]1[CH:10]=[N:9][C:8](Cl)=[CH:7][N:6]=1)=[O:4].[C:12]([N:19]1[CH2:24][CH2:23][NH:22][CH2:21][CH2:20]1)([O:14][C:15]([CH3:18])([CH3:17])[CH3:16])=[O:13].C([O-])([O-])=O.[K+].[K+]>C(#N)C>[CH3:1][O:2][C:3]([C:5]1[N:6]=[CH:7][C:8]([N:22]2[CH2:21][CH2:20][N:19]([C:12]([O:14][C:15]([CH3:18])([CH3:17])[CH3:16])=[O:13])[CH2:24][CH2:23]2)=[N:9][CH:10]=1)=[O:4] |f:2.3.4|. Procedure details: A mixture of 17 mmol methyl-5-chloropyrazine-2-carboxylate, 18 mmol of N-BOC-piperazine and 20 mmol of K2CO3 in 20 ml of acetonitrile was heated under reflux for 3 hours. The reaction mixture was concentrated, diluted with water and extracted with ethyl acetate. The title compound was recrystallized from ethyl acetate to yield a colorless solid. MS (m/e): 323.4 (MH+, 100%) Reactants: C(C1=CC=CC=C1)Br (benzyl bromide), FC(OC1=CC=C(CBr)C=C1)(F)F (4-(trifluoromethoxy)benzyl bromide), CC=1N=C(SC1C(=O)OCC)N1C(NCC1)=O (ethyl 4-methyl-2-(2-oxoimidazolidin-1-yl)thiazole-5-carboxylate). Product: CC=1N=C(SC1C(=O)OCC)N1C(N(CC1)CC1=CC=C(C=C1)OC(F)(F)F)=O (ethyl 4-methyl-2-(2-oxo-3-(4-(trifluoromethoxy)benzyl)imidazolidin-1-yl)thiazole-5-carboxylate). Isolated yield 90.0%. As a reaction SMILES: C(Br)C1C=CC=CC=1.[F:9][C:10]([F:21])([F:20])[O:11][C:12]1[CH:19]=[CH:18][C:15]([CH2:16]Br)=[CH:14][CH:13]=1.[CH3:22][C:23]1[N:24]=[C:25]([N:33]2[CH2:37][CH2:36][NH:35][C:34]2=[O:38])[S:26][C:27]=1[C:28]([O:30][CH2:31][CH3:32])=[O:29]>>[CH3:22][C:23]1[N:24]=[C:25]([N:33]2[CH2:37][CH2:36][N:35]([CH2:16][C:15]3[CH:18]=[CH:19][C:12]([O:11][C:10]([F:21])([F:20])[F:9])=[CH:13][CH:14]=3)[C:34]2=[O:38])[S:26][C:27]=1[C:28]([O:30][CH2:31][CH3:32])=[O:29]. Reported procedure: Following the procedure as described in Example 5, making variations to replace benzyl bromide with 4-(trifluoromethoxy)benzyl bromide to react with ethyl 4-methyl-2-(2-oxoimidazolidin-1-yl)thiazole-5-carboxylate, the title compound was obtained in 90% yield: 1H NMR (300 MHz, DMSO-d6) δ 7.32 (d, J=8.7 Hz, 2H), 7.18 (d, J=8.7 Hz, 2H), 4.48 (s, 2H), 4.27 (q, J=7.2 Hz, 2H), 4.08 (t, J=7.8 Hz, 2H), 3.46 (t, J=7.8 Hz, 2H), 2.60 (s, 3H), 1.32 (t, J=7.2 Hz, 3H); MS (ES+) m/z 430.2 (M+1). Reactants: OC1=C(C=C(C2=CC=CC=C12)[N+](=O)[O-])C(=O)NCCCOC1=C(C=C(C=C1)C(C)(C)CC)C(C)(C)CC (1-hydroxy-4-nitro-N-[γ-(2,4-di-tert-amylphenoxy)propyl]-2-naphthamide), reduced iron, C(C)(=O)O (acetic acid). The solvent is O (water). Product: OC1=C(C=C(C2=CC=CC=C12)N)C(=O)NCCCOC1=C(C=C(C=C1)C(C)(C)CC)C(C)(C)CC (1-Hydroxy-4-amino-N-[γ-(2,4-di-tert-amylphenoxy)propyl]-2-naphthamide). The yield is 85.0%. As a reaction SMILES: [OH:1][C:2]1[C:11]2[C:6](=[CH:7][CH:8]=[CH:9][CH:10]=2)[C:5]([N+:12]([O-])=O)=[CH:4][C:3]=1[C:15]([NH:17][CH2:18][CH2:19][CH2:20][O:21][C:22]1[CH:27]=[CH:26][C:25]([C:28]([CH2:31][CH3:32])([CH3:30])[CH3:29])=[CH:24][C:23]=1[C:33]([CH2:36][CH3:37])([CH3:35])[CH3:34])=[O:16].C(O)(=O)C>O>[OH:1][C:2]1[C:11]2[C:6](=[CH:7][CH:8]=[CH:9][CH:10]=2)[C:5]([NH2:12])=[CH:4][C:3]=1[C:15]([NH:17][CH2:18][CH2:19][CH2:20][O:21][C:22]1[CH:27]=[CH:26][C:25]([C:28]([CH2:31][CH3:32])([CH3:29])[CH3:30])=[CH:24][C:23]=1[C:33]([CH2:36][CH3:37])([CH3:35])[CH3:34])=[O:16]. Reported procedure: 50 g of 1-hydroxy-4-nitro-N-[γ-(2,4-di-tert-amylphenoxy)propyl]-2-naphthamide was reduced using 50 g of reduced iron in 500 ml of a 90% acetic acid aqueous solution. The reaction mixture was poured into water and extracted with ethyl acetate. Then the ethyl acetate was removed by distillation and the residue was recrystallized from ligroin to obtain 40 g of the titled compound. The melting point was 132°-133° C. Starting materials: CS(=O)(=O)c1ccc(B(O)O)cc1, [Na+], [Na+], O=C([O-])[O-], C1COCCO1, Cl[Pd]Cl, COCC#Cc1cnc2c(c1)cc(C(=CC1CCCC1)OS(=O)(=O)c1ccc(C)cc1)n2S(=O)(=O)c1ccccc1, c1ccc(P(c2ccccc2)c2ccccc2)cc1, c1ccc(P(c2ccccc2)c2ccccc2)cc1. The product is COCC#Cc1cnc2c(c1)cc(C(=CC1CCCC1)c1ccc(S(C)(=O)=O)cc1)n2S(=O)(=O)c1ccccc1. RXN SMILES: [CH3:42][S:43](=[O:44])(=[O:45])[c:46]1[cH:47][cH:48][c:49]([B:52]([OH:53])[OH:54])[cH:50][cH:51]1.[Na+:55].[Na+:56].[O-:57][C:58](=[O:59])[O-:60].[O:61]1[CH2:62][CH2:63][O:64][CH2:65][CH2:66]1.[Pd:67]([Cl:68])[Cl:69].[c:1]1([S:7](=[O:8])(=[O:9])[n:10]2[c:11]([C:24](=[CH:25][CH:26]3[CH2:27][CH2:28][CH2:29][CH2:30]3)[O:31][S:32]([c:33]3[cH:34][cH:35][c:36]([CH3:37])[cH:38][cH:39]3)(=[O:40])=[O:41])[cH:12][c:13]3[c:14]2[n:15][cH:16][c:17]([C:19]#[C:20][CH2:21][O:22][CH3:23])[cH:18]3)[cH:2][cH:3][cH:4][cH:5][cH:6]1.[c:70]1([P:71]([c:72]2[cH:73][cH:74][cH:75][cH:76][cH:77]2)[c:78]2[cH:79][cH:80][cH:81][cH:82][cH:83]2)[cH:84][cH:85][cH:86][cH:87][cH:88]1.[c:89]1([P:90]([c:91]2[cH:92][cH:93][cH:94][cH:95][cH:96]2)[c:97]2[cH:98][cH:99][cH:100][cH:101][cH:102]2)[cH:103][cH:104][cH:105][cH:106][cH:107]1>>[c:1]1([S:7](=[O:8])(=[O:9])[n:10]2[c:11]([C:24](=[CH:25][CH:26]3[CH2:27][CH2:28][CH2:29][CH2:30]3)[c:49]3[cH:48][cH:47][c:46]([S:43]([CH3:42])(=[O:44])=[O:45])[cH:51][cH:50]3)[cH:12][c:13]3[c:14]2[n:15][cH:16][c:17]([C:19]#[C:20][CH2:21][O:22][CH3:23])[cH:18]3)[cH:2][cH:3][cH:4][cH:5][cH:6]1.